From a dataset of the Open Reaction Database (ORD), a public repository of structured organic reaction records. describe an organic reaction: reactants, conditions, products, and yield Reactants: ClC1=CC2=C(NC(CC(N2C2=CC=CC=C2)=O)=C[N+](=O)[O-])C=C1 (7-Chloro-5-phenyl-1,2,3,4-tetrahydro-2-nitromethylene-5H-1, 5-benzodiazepin-4-one), C(C)O (ethanol). The reagents and catalysts are [Ni] (Raney nickel). The solvent is CN(C=O)C (dimethylformamide). Reaction conditions: time 21 hour. Yields the product ClC=1C=CC2=C(N(C(CC3N2C(=NC3)C)=O)C3=CC=CC=C3)C1 (8-Chloro-1-methyl-6-phenyl-3,3a,4,6-tetrahydro-5H-imidazo[1,5-a] [1,5]benzodiazepin-5-one). Reaction SMILES: [Cl:1][C:2]1[CH:23]=[CH:22][C:5]2[NH:6][C:7](=[CH:18][N+:19]([O-])=O)[CH2:8][C:9](=[O:17])[N:10]([C:11]3[CH:16]=[CH:15][CH:14]=[CH:13][CH:12]=3)[C:4]=2[CH:3]=1.[CH2:24](O)[CH3:25]>CN(C)C=O.[Ni]>[Cl:1][C:2]1[CH:23]=[CH:22][C:5]2[N:6]3[C:24]([CH3:25])=[N:19][CH2:18][CH:7]3[CH2:8][C:9](=[O:17])[N:10]([C:11]3[CH:16]=[CH:15][CH:14]=[CH:13][CH:12]=3)[C:4]=2[CH:3]=1. Procedure: 7-Chloro-5-phenyl-1,2,3,4-tetrahydro-2-nitromethylene-5H-1, 5-benzodiazepin-4-one 18.3 g (.055 mole) was dissolved in 300 ml of dimethylformamide by gentle heating on a steam bath. The solution was cooled to room temperature and 400 ml of ethanol and 55 g of Raney nickel were added. The mixture was hydrogenated at atmospheric pressure for 21 hours. The catalyst was filtered off and washed well with tetrahydrofuran and methylene chloride. The filtrate was evaporated and the residue was dissolved ... Reactants: CCOc1cc(C(C)(C)C)ncc1C1=NC(C)(c2ccc(Cl)cc2)C(C)(c2ccc(Cl)cc2)N1C(=O)N1CCC(CC(=O)O)CC1, c1ccc2c(c1)CNC2. The product is CCOc1cc(C(C)(C)C)ncc1C1=NC(C)(c2ccc(Cl)cc2)C(C)(c2ccc(Cl)cc2)N1C(=O)N1CCC(CC(=O)N2Cc3ccccc3C2)CC1. As a reaction SMILES: [C:1]([CH3:2])([CH3:3])([CH3:4])[c:5]1[cH:6][c:7]([O:44][CH2:45][CH3:46])[c:8]([C:11]2=[N:15][C:14]([CH3:16])([c:17]3[cH:18][cH:19][c:20]([Cl:23])[cH:21][cH:22]3)[C:13]([CH3:24])([c:25]3[cH:26][cH:27][c:28]([Cl:31])[cH:29][cH:30]3)[N:12]2[C:32](=[O:33])[N:34]2[CH2:35][CH2:36][CH:37]([CH2:40][C:41](=[O:42])[OH:43])[CH2:38][CH2:39]2)[cH:9][n:10]1.[CH2:47]1[NH:48][CH2:49][c:50]2[cH:51][cH:52][cH:53][cH:54][c:55]21>>[C:1]([CH3:2])([CH3:3])([CH3:4])[c:5]1[cH:6][c:7]([O:44][CH2:45][CH3:46])[c:8]([C:11]2=[N:15][C:14]([CH3:16])([c:17]3[cH:18][cH:19][c:20]([Cl:23])[cH:21][cH:22]3)[C:13]([CH3:24])([c:25]3[cH:26][cH:27][c:28]([Cl:31])[cH:29][cH:30]3)[N:12]2[C:32](=[O:33])[N:34]2[CH2:35][CH2:36][CH:37]([CH2:40][C:41](=[O:42])[N:48]3[CH2:47][c:55]4[c:50]([cH:51][cH:52][cH:53][cH:54]4)[CH2:49]3)[CH2:38][CH2:39]2)[cH:9][n:10]1. The reactants are N (Ammonia), C(=O)=O (carbon dioxide), C(O)([O-])=O.[K+] (potassium hydrogen carbonate), CSCCC1C(NC(N1)=O)=O (5-(2-methylmercaptoethyl)-hydantoin), steel. Run in O (water). Run at temperature 180 celsius. Product: N[C@@H](CCSC)C(=O)[O-].[K+] (potassium methioninate). RXN SMILES: [C:1](=[O:4])([O-])[OH:2].[K+:5].[CH3:6][S:7][CH2:8][CH2:9][CH:10]1[NH:14]C(=O)NC1=O.N.C(=O)=O>O>[NH2:14][C@H:10]([C:1]([O-:2])=[O:4])[CH2:9][CH2:8][S:7][CH3:6].[K+:5] |f:0.1,6.7|. Procedure details: Using pump pressure, a solution of 100 kg of potassium hydrogen carbonate in aqueous solution and 41 kg of 5-(2-methylmercaptoethyl)-hydantoin in 400 l of water is fed hourly into a continuously operating pressurised column 8 made of special steel (compare FIG. 2) operated with steam. The reaction mixture is heated to 180° C. and has an average residence time of about 15 minutes at about 8 bar. Ammonia and carbon dioxide liberated is drawn off at the top of the reactor column by means of a press... Starting materials: COC(C(CC=1N(C2=CC=C(C=C2C1C)OC)CC1=CC=C(C=C1)Cl)(C)C)=O (3-[1-(4-chlorobenzyl)-3-methyl-5-methoxyindol-2-yl]-2,2-dimethyl propanoic acid methy ester), [H-].C(C(C)C)[Al+]CC(C)C (di-isobutyl aluminium hydride). Solvent: O1CCCC1 (tetrahydrofuran), C1CCOC1 (THF). Reaction conditions: temperature -78 celsius. The product is ClC1=CC=C(CN2C(=C(C3=CC(=CC=C23)OC)C)CC(CO)(C)C)C=C1 (3-[1-(4-chlorobenzyl)-3-methyl-5-methoxyindol-2-yl]-2,2-dimethyl propanol). Reaction SMILES: C[O:2][C:3](=O)[C:4]([CH3:27])([CH3:26])[CH2:5][C:6]1[N:7]([CH2:18][C:19]2[CH:24]=[CH:23][C:22]([Cl:25])=[CH:21][CH:20]=2)[C:8]2[C:13]([C:14]=1[CH3:15])=[CH:12][C:11]([O:16][CH3:17])=[CH:10][CH:9]=2.[H-].C([Al+]CC(C)C)C(C)C>O1CCCC1>[Cl:25][C:22]1[CH:23]=[CH:24][C:19]([CH2:18][N:7]2[C:8]3[C:13](=[CH:12][C:11]([O:16][CH3:17])=[CH:10][CH:9]=3)[C:14]([CH3:15])=[C:6]2[CH2:5][C:4]([CH3:27])([CH3:26])[CH2:3][OH:2])=[CH:20][CH:21]=1 |f:1.2|. Procedure: 700 mg of 3-[1-(4-chlorobenzyl)-3-methyl-5-methoxyindol-2-yl]-2,2-dimethyl propanoic acid methy ester was dissolved in 20 ml dry tetrahydrofuran. The reaction was cooled to -78° C. and 2 equivalents di-isobutyl aluminium hydride (DIBAL) in THF was added. The reaction was allowed to warm to room temperature and quenched with NH4Cl (aq.). Ethyl acetate was added (75 ml) and the organic phase separated, dried and evaporated. The product was isolated by column chromatography. Reactants: IC1=CC=C(C#N)C=C1 (4-iodobenzonitrile), CC(C)([O-])C.[K+] (potassium tert-butoxide), C1CCOC1 (THF), OC=1C=NC=CC1 (3-hydroxypyridine). The solvent is CN(C)C=O (DMF), CN(C)C=O (DMF). Reaction conditions: temperature 160 celsius, time 2 hour. Yields the product N1=CC(=CC=C1)OC1=CC=C(C#N)C=C1 (4-(pyridin-3-yloxy)benzonitrile). Yield: 75.0%. Reaction SMILES: CC(C)([O-])C.[K+].C1COCC1.[OH:12][C:13]1[CH:14]=[N:15][CH:16]=[CH:17][CH:18]=1.I[C:20]1[CH:27]=[CH:26][C:23]([C:24]#[N:25])=[CH:22][CH:21]=1>CN(C=O)C>[N:15]1[CH:16]=[CH:17][CH:18]=[C:13]([O:12][C:20]2[CH:27]=[CH:26][C:23]([C:24]#[N:25])=[CH:22][CH:21]=2)[CH:14]=1 |f:0.1|. Procedure details: A solution of potassium tert-butoxide in THF (1.0 M, 8.73 mmol) was slowly added to a solution of 3-hydroxypyridine (830 mg, 8.73 mmol) in anhydrous DMF (5.0 mL) and was stirred for 2 hours. A solution of 4-iodobenzonitrile in DMF (5.0 mL) was then added to the reaction mixture and was then heated at 160° C. for 18 hours. The mixture was cooled and partitioned between ethyl acetate (50 mL) and water (50 mL). The organic layer was separated and the aqueous layer was extracted with ethyl acetate (... Starting materials: C(C1=CC=CC=C1)N1C2=CC=C(C=C2C=2C(=CC=CC12)O)F (9-Benzyl-6-fluoro-9H-carbazol-4-ol), Cl.C(C)N(CCCl)CC (2-diethylaminoethylchloride hydrochloride), C([O-])([O-])=O.[K+].[K+] (potassium carbonate), [I-].[Na+] (sodium iodide). The solvent is CN(C)C=O (DMF). The product is C(C1=CC=CC=C1)N1C2=CC=C(C=C2C=2C(=CC=CC12)OCCN(CC)CC)F (N-{2-[(9-Benzyl-6-fluoro-9H-carbazol-4-yl)oxy]ethyl}-N,N-diethylamine). Isolated yield 62.1%. As a reaction SMILES: [CH2:1]([N:8]1[C:20]2[CH:19]=[CH:18][CH:17]=[C:16]([OH:21])[C:15]=2[C:14]2[C:9]1=[CH:10][CH:11]=[C:12]([F:22])[CH:13]=2)[C:2]1[CH:7]=[CH:6][CH:5]=[CH:4][CH:3]=1.Cl.[CH2:24]([N:26]([CH2:30][CH3:31])[CH2:27][CH2:28]Cl)[CH3:25].C(=O)([O-])[O-].[K+].[K+].[I-].[Na+]>CN(C=O)C>[CH2:1]([N:8]1[C:20]2[CH:19]=[CH:18][CH:17]=[C:16]([O:21][CH2:25][CH2:24][N:26]([CH2:30][CH3:31])[CH2:27][CH3:28])[C:15]=2[C:14]2[C:9]1=[CH:10][CH:11]=[C:12]([F:22])[CH:13]=2)[C:2]1[CH:7]=[CH:6][CH:5]=[CH:4][CH:3]=1 |f:1.2,3.4.5,6.7|. Procedure: 9-Benzyl-6-fluoro-9H-carbazol-4-ol (0.0587 g, 0.20 mmol), 2-diethylaminoethylchloride hydrochloride (0.0524 g, 0.30 mmol), potassium carbonate (0.0872 g, 0.63 mmol), sodium iodide (0.0062 g, 0.041 mmol) and DMF (2 mL) are heated at 85° C. for 3 h. After the mixture had cooled, it is partitioned between water and ethyl acetate. The combined organic layers are dried over magnesium sulfate and concentrated to an oil. The oil is chromatographed on silica gel (50 mL) using methanol/dichloromethane (1... Reactants: CCOC(=O)C1(NC(=O)c2ncccc2F)Cc2ccccc2C1, C1COCCO1, C1CCNCC1, ClCCl. The product is CCOC(=O)C1(NC(=O)c2ncccc2N2CCCCC2)Cc2ccccc2C1. Reaction SMILES: [CH2:1]([CH3:2])[O:3][C:4](=[O:5])[C:6]1([NH:15][C:16](=[O:17])[c:18]2[n:19][cH:20][cH:21][cH:22][c:23]2[F:24])[CH2:7][c:8]2[cH:9][cH:10][cH:11][cH:12][c:13]2[CH2:14]1.[CH2:25]1[O:26][CH2:27][CH2:28][O:29][CH2:30]1.[CH2:31]1[CH2:32][CH2:33][NH:34][CH2:35][CH2:36]1.[Cl:37][CH2:38][Cl:39]>>[CH2:1]([CH3:2])[O:3][C:4](=[O:5])[C:6]1([NH:15][C:16](=[O:17])[c:18]2[n:19][cH:20][cH:21][cH:22][c:23]2[N:34]2[CH2:33][CH2:32][CH2:31][CH2:36][CH2:35]2)[CH2:7][c:8]2[cH:9][cH:10][cH:11][cH:12][c:13]2[CH2:14]1.